Dataset: the Open Reaction Database (ORD), a public repository of structured organic reaction records. Task: describe an organic reaction: reactants, conditions, products, and yield The reactants are BrC=1NC2=NC(=NC(=C2N1)N1[C@@H](COCC1)C)Cl (8-bromo-2-chloro-6-((R)-3-methyl-morpholin-4-yl)-9H-purine), [F-].[Cs+] (cesium fluoride), N1C=CC=2C(=CC=CC12)B(O)O (indole-4-boronic acid). Reagents/catalysts: C=1C=CC(=CC1)[P](C=2C=CC=CC2)(C=3C=CC=CC3)[Pd]([P](C=4C=CC=CC4)(C=5C=CC=CC5)C=6C=CC=CC6)([P](C=7C=CC=CC7)(C=8C=CC=CC8)C=9C=CC=CC9)[P](C=1C=CC=CC1)(C=1C=CC=CC1)C=1C=CC=CC1 (tetrakis(triphenylphosphine)palladium). Solvent: CC#N.O (CH3CN H2O). The product is ClC1=NC(=C2N=C(NC2=N1)C1=C2C=CNC2=CC=C1)N1[C@@H](COCC1)C (2-chloro-8-(1H-indol-4-yl)-6-((R)-3-methyl-morpholin-4-yl)-9H-purine). Isolated yield 63.7%. As a reaction SMILES: Br[C:2]1[NH:3][C:4]2[C:9]([N:10]=1)=[C:8]([N:11]1[CH2:16][CH2:15][O:14][CH2:13][C@H:12]1[CH3:17])[N:7]=[C:6]([Cl:18])[N:5]=2.[F-].[Cs+].[NH:21]1[C:29]2[CH:28]=[CH:27][CH:26]=[C:25](B(O)O)[C:24]=2[CH:23]=[CH:22]1>CC#N.O.C1C=CC([P]([Pd]([P](C2C=CC=CC=2)(C2C=CC=CC=2)C2C=CC=CC=2)([P](C2C=CC=CC=2)(C2C=CC=CC=2)C2C=CC=CC=2)[P](C2C=CC=CC=2)(C2C=CC=CC=2)C2C=CC=CC=2)(C2C=CC=CC=2)C2C=CC=CC=2)=CC=1>[Cl:18][C:6]1[N:5]=[C:4]2[C:9]([N:10]=[C:2]([C:25]3[CH:26]=[CH:27][CH:28]=[C:29]4[C:24]=3[CH:23]=[CH:22][NH:21]4)[NH:3]2)=[C:8]([N:11]2[CH2:16][CH2:15][O:14][CH2:13][C@H:12]2[CH3:17])[N:7]=1 |f:1.2,4.5,^1:40,42,61,80|. Procedure details: In a sealed tube, to a solution of 8-bromo-2-chloro-6-((R)-3-methyl-morpholin-4-yl)-9H-purine (495 mg, 1.49 mmol) in CH3CN/H2O (11/1.1 mL) was added cesium fluoride (452 mg, 2.98 mmol), indole-4-boronic acid (266 mg, 1.64 mmol), and tetrakis(triphenylphosphine)palladium (172 mg, 0.15 mmol). Then the reaction was conducted under microwave irradiation at 160° C. for 30 min. The solvents were removed under reduced pressure and the crude was purified by flash column chromatography (20-100% EtOAc/cyc... Starting materials: ClC1=C(CN2C(C3=CC=C(C=C3C2=O)C(=O)O)=O)C=CC=C1 (2-(2-chloro-benzyl)-1,3-dioxo-2,3-dihydro-1H-isoindol-5-carboxylic acid), N1(CCCC1)CCN (2-pyrrolidin-1-yl-ethylamine). Yields the product [Cl-].ClC1=C(CN2C(C3=CC=C(C=C3C2=O)C(=O)NCC[NH+]2CCCC2)=O)C=CC=C1 (1-(2-{[2-(2-chloro-benzyl)-1,3-dioxo-2,3-dihydro-1H-isoindol-5-carbonyl]-amino}-ethyl)-pyrrolidinium chloride). RXN SMILES: [Cl:1][C:2]1[CH:22]=[CH:21][CH:20]=[CH:19][C:3]=1[CH2:4][N:5]1[C:13](=[O:14])[C:12]2[C:7](=[CH:8][CH:9]=[C:10]([C:15]([OH:17])=O)[CH:11]=2)[C:6]1=[O:18].[N:23]1([CH2:28][CH2:29][NH2:30])[CH2:27][CH2:26][CH2:25][CH2:24]1>>[Cl-:1].[Cl:1][C:2]1[CH:22]=[CH:21][CH:20]=[CH:19][C:3]=1[CH2:4][N:5]1[C:13](=[O:14])[C:12]2[C:7](=[CH:8][CH:9]=[C:10]([C:15]([NH:30][CH2:29][CH2:28][NH+:23]3[CH2:27][CH2:26][CH2:25][CH2:24]3)=[O:17])[CH:11]=2)[C:6]1=[O:18] |f:2.3|. Procedure details: 2-(2-chloro-benzyl)-1,3-dioxo-2,3-dihydro-1H-isoindol-5-carboxylic acid (100 mg, 0.316 mmol) and 2-pyrrolidin-1-yl-ethylamine (100 μL, 0.792 mmol) were reacted with each other. Target compound in the amount of 121 mg (85%) was obtained by following the procedure described in Example 1. The reactants are CC1=C(C=NO1)C1=CC=C(C=C1)CC(=O)O ([4-(5-methylisoxazol-4-yl)phenyl]acetic acid), Cl.BrC=1C=CC(=NC1)[C@@H](C)N ((1R)-1-(5-bromopyridin-2-yl)ethanamine hydrochloride salt), C1=CC2=C(N=C1)N(N=N2)O (HOAT), C(CCl)Cl (EDC), CCN(C(C)C)C(C)C (DIEA). The solvent is C(Cl)Cl (CH2Cl2), CN(C)C=O (DMF). Run at time 1.5 hour. Yields the product BrC=1C=CC(=NC1)[C@@H](C)NC(CC1=CC=C(C=C1)C=1C=NOC1C)=O (N-[(1R)-1-(5-bromopyridin-2-yl)ethyl]-2-[4-(5-methylisoxazol-4-yl)phenyl]acetamide). RXN SMILES: [CH3:1][C:2]1[O:6][N:5]=[CH:4][C:3]=1[C:7]1[CH:12]=[CH:11][C:10]([CH2:13][C:14]([OH:16])=O)=[CH:9][CH:8]=1.Cl.[Br:18][C:19]1[CH:20]=[CH:21][C:22]([C@H:25]([NH2:27])[CH3:26])=[N:23][CH:24]=1.C1C=NC2N(O)N=NC=2C=1.C(Cl)CCl.CCN(C(C)C)C(C)C>CN(C=O)C.C(Cl)Cl>[Br:18][C:19]1[CH:20]=[CH:21][C:22]([C@H:25]([NH:27][C:14](=[O:16])[CH2:13][C:10]2[CH:9]=[CH:8][C:7]([C:3]3[CH:4]=[N:5][O:6][C:2]=3[CH3:1])=[CH:12][CH:11]=2)[CH3:26])=[N:23][CH:24]=1 |f:1.2|. Procedure: To a solution of 0.20 g (0.921 mmol) [4-(5-methylisoxazol-4-yl)phenyl]acetic acid in 2.00 ml DMF was added 0.22 g (0.92 mmol) (1R)-1-(5-bromopyridin-2-yl)ethanamine hydrochloride salt, 0.16 g (1.20 mmol) HOAT, 0.23 g (1.20 mmol) EDC, and 0.48 mL (2.76 mmol) DIEA. After 1.5 h at room temperature, the reaction mixture was diluted with CH2Cl2, washed three times with water, and washed with brine. The organic layer was dried over NaSO4, filtered and concentrated in vacuo. Purification by flash chrom...